Dataset: the Open Reaction Database (ORD), a public repository of structured organic reaction records. Task: describe an organic reaction: reactants, conditions, products, and yield Starting materials: COC=1C=C(CNCC(OC)OC)C=CC1OC ((3,4-Dimethoxybenzyl)-(2,2-dimethoxyethyl)amine), CO\N=C\C1=C(C2=C(OCO2)C=C1)CN1C=NC=C1 ((E)-4-[(1H-Imidazol-1-yl)methyl]benzo[d][1,3]dioxole-5-carbaldehyde O-Methyl Oxime), Cl (hydrochloric acid), [NH4+].[OH-] (NH4OH). Solvent: O (water). Conditions: temperature 100 celsius, time 18 hour. Product: COC=1C=C2C3=C(N=CC2=CC1OC)C=1C=C2C(=C(C1C3)CN3C=NC=C3)OCO2 (2,3-Dimethoxy-8,9-methylenedioxy-10-(1H-imidazol-yl)methyl-11H-indeno[1,2-c]isoquinoline). Yield: 6.5%. As a reaction SMILES: [CH3:1][O:2][C:3]1[CH:4]=[C:5]([CH:14]=[CH:15][C:16]=1[O:17][CH3:18])[CH2:6][NH:7][CH2:8][CH:9](OC)OC.CO/N=[CH:22]/[C:23]1[CH:31]=[CH:30][C:26]2[O:27][CH2:28][O:29][C:25]=2[C:24]=1[CH2:32][N:33]1[CH:37]=[CH:36][N:35]=[CH:34]1.Cl.[NH4+].[OH-]>O>[CH3:18][O:17][C:16]1[CH:15]=[C:14]2[C:5](=[CH:4][C:3]=1[O:2][CH3:1])[CH:6]=[N:7][C:8]1[C:31]3[CH:30]=[C:26]4[O:27][CH2:28][O:29][C:25]4=[C:24]([CH2:32][N:33]4[CH:37]=[CH:36][N:35]=[CH:34]4)[C:23]=3[CH2:22][C:9]2=1 |f:3.4|. Procedure details: The amine 8 (0.905 g, 3.55 mmol) and oxime ether 13c (0.41 g, 1.6 mmol) were mixed with concentrated hydrochloric acid (8 mL) and the mixture was stirred at 100° C. for 18 h. The reaction mixture was then cooled and washed with ether (3×20 mL). It was then brought to basic pH with NH4OH. The mixture was extracted with chloroform (40 mL×3), and the solution was washed with brine (50 mL), dried (Na2SO4) and concentrated. The residue was diluted in chloroform (40 mL) and filtered. Hydrochloric acid...